describe an organic reaction: reactants, conditions, products, and yield From a dataset of the Open Reaction Database (ORD), a public repository of structured organic reaction records. Starting materials: CCOC(C)=O, COc1cc(C(=O)Cl)cc(OC)c1OC, OCCC1(c2ccc(Cl)c(Cl)c2)CCCNC1, [Na+], [Na+], O=C([O-])[O-], O. Yields the product COc1cc(C(=O)N2CCCC(CCO)(c3ccc(Cl)c(Cl)c3)C2)cc(OC)c1OC. As a reaction SMILES: [C:40]([O:41][CH2:42][CH3:43])(=[O:44])[CH3:45].[CH3:24][O:25][c:26]1[cH:27][c:28]([C:29](=[O:30])[Cl:31])[cH:32][c:33]([O:37][CH3:38])[c:34]1[O:35][CH3:36].[Cl:1][c:2]1[cH:3][c:4]([C:9]2([CH2:15][CH2:16][OH:17])[CH2:10][NH:11][CH2:12][CH2:13][CH2:14]2)[cH:5][cH:6][c:7]1[Cl:8].[Na+:18].[Na+:19].[O-:20][C:21](=[O:22])[O-:23].[OH2:39]>>[Cl:1][c:2]1[cH:3][c:4]([C:9]2([CH2:15][CH2:16][OH:17])[CH2:10][N:11]([C:29]([c:28]3[cH:27][c:26]([O:25][CH3:24])[c:34]([O:35][CH3:36])[c:33]([O:37][CH3:38])[cH:32]3)=[O:30])[CH2:12][CH2:13][CH2:14]2)[cH:5][cH:6][c:7]1[Cl:8].